Dataset: the Open Reaction Database (ORD), a public repository of structured organic reaction records. Task: describe an organic reaction: reactants, conditions, products, and yield Reactants: C(C)(C)(C)C1=NN=C(S1)N1C(N(CCC1O)C)=O (Tetrahydro-1-(5-t-butyl-1,3,4-thiadiazol-2-yl)-3-methyl-6-hydroxy-2(1H)-pyrimidinone), CN(C(=O)Cl)C1=CC(=C(C=C1)Cl)Cl (N-methyl-N-(3,4-dichlorophenyl)carbamoyl chloride), N1=CC=CC=C1 (pyridine). Solvent: C1(=CC=CC=C1)C (toluene). Run at time 3 hour. Product: C(C)(C)(C)C1=NN=C(S1)N1C(N(CCC1OC(N(C1=CC(=C(C=C1)Cl)Cl)C)=O)C)=O (tetrahydro-1-(5-t-butyl-1,3,4-thiadiazol-2-yl)-3-methyl-6-[N-methyl-N-(3,4-dichlorophenyl)carbamoyloxy]-2(1H)-pyrimidinone). As a reaction SMILES: [C:1]([C:5]1[S:9][C:8]([N:10]2[CH:15]([OH:16])[CH2:14][CH2:13][N:12]([CH3:17])[C:11]2=[O:18])=[N:7][N:6]=1)([CH3:4])([CH3:3])[CH3:2].[CH3:19][N:20]([C:24]1[CH:29]=[CH:28][C:27]([Cl:30])=[C:26]([Cl:31])[CH:25]=1)[C:21](Cl)=[O:22].N1C=CC=CC=1>C1(C)C=CC=CC=1>[C:1]([C:5]1[S:9][C:8]([N:10]2[CH:15]([O:16][C:21](=[O:22])[N:20]([CH3:19])[C:24]3[CH:29]=[CH:28][C:27]([Cl:30])=[C:26]([Cl:31])[CH:25]=3)[CH2:14][CH2:13][N:12]([CH3:17])[C:11]2=[O:18])=[N:7][N:6]=1)([CH3:4])([CH3:2])[CH3:3]. Procedure: Tetrahydro-1-(5-t-butyl-1,3,4-thiadiazol-2-yl)-3-methyl-6-hydroxy-2(1H)-pyrimidinone (0.05 mole), N-methyl-N-(3,4-dichlorophenyl)carbamoyl chloride (0.06 mole), pyridine (0.06 mole) and toluene (150 ml) are charged into a glass reaction vessel equipped with a mechanical stirrer, thermometer and reflux condenser. The reaction mixture is heated at reflux with stirring for a period of about 3 hours. After this time the reaction mixture is cooled to room temperature and is filtered to remove pyridin... Reactants: BrC1=NC(=NN1CC1=C(C=CC=C1)F)C1=NC=CC=C1 (2-(5-bromo-1-(2-fluorobenzyl)-1H-1,2,4-triazol-3-yl)pyridine), [C-]#N.[K+] (potassium cyanide). Run in C(C)(=O)OCC (ethyl acetate), O (water), CN(C=O)C (N,N-dimethylformamide). Reaction conditions: temperature 100 celsius. The product is FC1=C(CN2N=C(N=C2C#N)C2=NC=CC=C2)C=CC=C1 (1-(2-fluorobenzyl)-3-(pyridin-2-yl)-1H-1,2,4-triazole-5-carbonitrile). RXN SMILES: Br[C:2]1[N:6]([CH2:7][C:8]2[CH:13]=[CH:12][CH:11]=[CH:10][C:9]=2[F:14])[N:5]=[C:4]([C:15]2[CH:20]=[CH:19][CH:18]=[CH:17][N:16]=2)[N:3]=1.[C-:21]#[N:22].[K+]>CN(C)C=O.C(OCC)(=O)C.O>[F:14][C:9]1[CH:10]=[CH:11][CH:12]=[CH:13][C:8]=1[CH2:7][N:6]1[C:2]([C:21]#[N:22])=[N:3][C:4]([C:15]2[CH:20]=[CH:19][CH:18]=[CH:17][N:16]=2)=[N:5]1 |f:1.2|. Procedure: To a solution of 2-(5-bromo-1-(2-fluorobenzyl)-1H-1,2,4-triazol-3-yl)pyridine (I-16, e.g., about 0.95 g, 2.9 mmol) in N,N-dimethylformamide (e.g., 9.5 mL) is added potassium cyanide (e.g., about 0.928 g, 14.3 mmol). After heating the solution at about 100° C. for about 22 h, the solution is diluted with ethyl acetate (e.g., about 125 mL) and water (e.g., about 100 mL). The layers are separated, and the aqueous layer is extracted with ethyl acetate (e.g., about 2×50 mL). The organics are combined... Starting materials: C(C1=CC=CC=C1)[C@H]1[C@@H](C(N1)=O)C (4(S)-benzyl-3(S)-methylazetidin-2-one), C[Si](C)(C)[N-][Si](C)(C)C.[Li+] (lithium bis(trimethylsilyl)amide), C(C1=CC=CC=C1)N=C=O (benzyl isocyanate). The solvent is C1CCOC1 (THF), CCOC(=O)C (EtOAc). Reaction conditions: time 10 minute. The product is title compound, C(C1=CC=CC=C1)NC(=O)N1C([C@H]([C@@H]1CC1=CC=CC=C1)C)=O (4(S)-benzyl-3(S)-methyl-2-oxoazetidine-1-carboxylic acid benzylamide). The yield is 26.6%. Reaction SMILES: [CH2:1]([C@@H:8]1[NH:11][C:10](=[O:12])[C@H:9]1[CH3:13])[C:2]1[CH:7]=[CH:6][CH:5]=[CH:4][CH:3]=1.C[Si]([N-][Si](C)(C)C)(C)C.[Li+].[CH2:24]([N:31]=[C:32]=[O:33])[C:25]1[CH:30]=[CH:29][CH:28]=[CH:27][CH:26]=1>C1COCC1.CCOC(C)=O>[CH2:24]([NH:31][C:32]([N:11]1[C@@H:8]([CH2:1][C:2]2[CH:7]=[CH:6][CH:5]=[CH:4][CH:3]=2)[C@H:9]([CH3:13])[C:10]1=[O:12])=[O:33])[C:25]1[CH:30]=[CH:29][CH:28]=[CH:27][CH:26]=1 |f:1.2|. Reported procedure: To a solution of 4(S)-benzyl-3(S)-methylazetidin-2-one (50 mg, 0.28 mmol) in THF (4 mL) at −78°, lithium bis(trimethylsilyl)amide (280 μL, 280 mmol, 1 M in THF) was added. After 10 min, benzyl isocyanate (37.2 mg, 34.6 μL, 0.28 mmol) was added. Stirring was continued at −78° for 45 min. The reaction mixture was diluted with EtOAc (50 mL) and washed with aqueous NaHSO4 (1M) and brine, dried (MgSO4), filtered and concentrated. The residue was purified by flash chromatography (SiO2, 14% EtOAc in he...